This data is from the Open Reaction Database (ORD), a public repository of structured organic reaction records. The task is: describe an organic reaction: reactants, conditions, products, and yield The reactants are [BH4-], CSc1ncc(Br)c(C(=O)O)n1, C1CCOC1, CC#N, ClCCl, O=C(Cl)C(=O)Cl, [Na+], CN(C)C=O. Yields the product CSc1ncc(Br)c(CO)n1. Reaction SMILES: [BH4-:24].[Br:12][c:13]1[c:14]([C:21](=[O:22])[OH:23])[n:15][c:16]([S:19][CH3:20])[n:17][cH:18]1.[CH2:26]1[O:27][CH2:28][CH2:29][CH2:30]1.[CH3:31][C:32]#[N:33].[Cl:34][CH2:35][Cl:36].[Cl:6][C:7]([C:8]([Cl:9])=[O:10])=[O:11].[Na+:25].[O:1]=[CH:2][N:3]([CH3:4])[CH3:5]>>[Br:12][c:13]1[c:14]([CH2:21][OH:22])[n:15][c:16]([S:19][CH3:20])[n:17][cH:18]1. As a reaction SMILES: [C:1]1([C:7]2[CH:12]=[CH:11][C:10]([OH:13])=[CH:9][CH:8]=2)[CH:6]=[CH:5][CH:4]=[CH:3][CH:2]=1.[OH-:14].[K+].[C:16]1([CH3:22])[CH:21]=[CH:20][CH:19]=[CH:18][CH:17]=1>>[C:1]1([C:7]2[CH:8]=[CH:9][C:10]([O:13][C:20]3[C:21]4[C:22](=[O:14])[C:16]5[C:21](=[C:20]([O:13][C:10]6[CH:9]=[CH:8][C:7]([C:1]7[CH:6]=[CH:5][CH:4]=[CH:3][CH:2]=7)=[CH:12][CH:11]=6)[CH:19]=[CH:18][CH:17]=5)[C:22](=[O:14])[C:16]=4[CH:17]=[CH:18][CH:19]=3)=[CH:11][CH:12]=2)[CH:2]=[CH:3][CH:4]=[CH:5][CH:6]=1 |f:1.2|. Product: C1(=CC=CC=C1)C1=CC=C(OC2=CC=CC=3C(C4=C(C=CC=C4C(C23)=O)OC2=CC=C(C=C2)C2=CC=CC=C2)=O)C=C1 (1,5-bis(4-phenylphenoxy)anthraquinone). The reactants are C1(=CC=CC=C1)C1=CC=C(C=C1)O (4-phenylphenol), [OH-].[K+] (potassium hydroxide), C1(=CC=CC=C1)C (toluene). Conditions: time 5 hour. Reported procedure: Under a nitrogen atmosphere, 4.3 parts of 4-phenylphenol and 1.5 parts of potassium hydroxide were dissolved in 80 parts of toluene and the solution was refluxed under heat. After stirred for 5 hours, the solution was allowed to cool, and the precipitated solid was filtered. Then, under a nitrogen stream, the precipitate, 2 parts of 1,5-dichloroanthraquinone and 0.6 part of copper powder were dissolved in 10 parts of DMF, and the mixture was refluxed under heat for 3 hours. The reaction solution... Reactants: NC(CCCCO)C(=O)OCc1ccccc1, CC(C)(C)OC(=O)N=[N+]=[N-], [Na+], C1COCCO1, [OH-], O. The product is CC(C)(C)OC(=O)NC(CCCCO)C(=O)OCc1ccccc1. Reaction SMILES: [CH2:1]([c:2]1[cH:3][cH:4][cH:5][cH:6][cH:7]1)[O:8][C:9]([CH:10]([NH2:11])[CH2:12][CH2:13][CH2:14][CH2:15][OH:16])=[O:17].[N:20](=[N+:21]=[N-:22])[C:23](=[O:24])[O:25][C:26]([CH3:27])([CH3:28])[CH3:29].[Na+:19].[O:31]1[CH2:32][CH2:33][O:34][CH2:35][CH2:36]1.[OH-:18].[OH2:30]>>[CH2:1]([c:2]1[cH:3][cH:4][cH:5][cH:6][cH:7]1)[O:8][C:9]([CH:10]([NH:11][C:23](=[O:24])[O:25][C:26]([CH3:27])([CH3:28])[CH3:29])[CH2:12][CH2:13][CH2:14][CH2:15][OH:16])=[O:17]. The reactants are ClC1=CC=C(C(=O)C2=CC=C(C=C2)CS(=O)(=O)C(F)(F)F)C=C1 (4-chloro-4'-trifluoromethylsulfonylmethylbenzophenone), [BH4-].[Na+] (Sodium borohydride). Run in CO (methanol), CO (methanol). Product: ClC1=CC=C(C(C2=CC=C(C=C2)CS(=O)(=O)C(F)(F)F)O)C=C1 (4-Chloro-4'-trifluoromethylsulfonylmethylbenzhydrol). The yield is 75.9%. As a reaction SMILES: [Cl:1][C:2]1[CH:23]=[CH:22][C:5]([C:6]([C:8]2[CH:13]=[CH:12][C:11]([CH2:14][S:15]([C:18]([F:21])([F:20])[F:19])(=[O:17])=[O:16])=[CH:10][CH:9]=2)=[O:7])=[CH:4][CH:3]=1.[BH4-].[Na+]>CO>[Cl:1][C:2]1[CH:3]=[CH:4][C:5]([CH:6]([OH:7])[C:8]2[CH:13]=[CH:12][C:11]([CH2:14][S:15]([C:18]([F:19])([F:20])[F:21])(=[O:16])=[O:17])=[CH:10][CH:9]=2)=[CH:22][CH:23]=1 |f:1.2|. Procedure details: 4-chloro-4'-trifluoromethylsulfonylmethylbenzophenone (5.5 g) was dispersed in methanol (200 ml). Sodium borohydride was gradually added thereto at room temperature with stirring, and the mixture was further stirred overnight at room temperature. After completion of the reaction, methanol was distilled off under reduced pressure. The residue was extracted with ethyl acetate (250 ml). The extract was washed with water and dried over anhydrous magnesium sulfate. Then, ethyl acetate was distilled o... The reactants are CO.C(Cl)Cl (MeOH CH2Cl2), [H-].[Na+] (sodium hydride), N(=[N+]=[N-])CCOCCOCCOCCOCCOCCOCCOCCO (23-Azido-3,6,9,12,15,18,21-heptaoxatricosan-1-ol), C(C#C)Br (propargyl bromide). The solvent is CN(C)C=O (N,N′-dimethylformamide), C(Cl)Cl (CH2Cl2). Run at time 4 hour. Yields the product N(=[N+]=[N-])CCOCCOCCOCCOCCOCCOCCOCCOCC#C (1-azido-3,6,9,12,15,18,21,24-octaoxaheptacos-26-yne). The yield is 69.9%. Reaction SMILES: [N:1]([CH2:4][CH2:5][O:6][CH2:7][CH2:8][O:9][CH2:10][CH2:11][O:12][CH2:13][CH2:14][O:15][CH2:16][CH2:17][O:18][CH2:19][CH2:20][O:21][CH2:22][CH2:23][O:24][CH2:25][CH2:26][OH:27])=[N+:2]=[N-:3].[H-].[Na+].[CH2:30](Br)[C:31]#[CH:32].CO.C(Cl)Cl>CN(C=O)C.C(Cl)Cl>[N:1]([CH2:4][CH2:5][O:6][CH2:7][CH2:8][O:9][CH2:10][CH2:11][O:12][CH2:13][CH2:14][O:15][CH2:16][CH2:17][O:18][CH2:19][CH2:20][O:21][CH2:22][CH2:23][O:24][CH2:25][CH2:26][O:27][CH2:32][C:31]#[CH:30])=[N+:2]=[N-:3] |f:1.2,4.5|. Reported procedure: 23-Azido-3,6,9,12,15,18,21-heptaoxatricosan-1-ol (azido-PEG8-ol) (1.1 g, 3.17 mmol, 1.0 equiv.) was dissolved in N,N′-dimethylformamide (6 mL), and sodium hydride (152 mg, 6.34 mmol, 2.0 equiv.) was added, followed by propargyl bromide (80% in PhMe, 683 μL 6.34 mmol, 2.0 equiv.). The reaction ran for 4 h at rt, at which time it was found complete by NMR aliquot. The reaction was taken up in CH2Cl2 (25 mL) and washed with a saturated aqueous ammonium chloride solution (25 mL). The aqueous solutio... The reactants are C1CCOC1, CN1C(=O)CC(c2ccccc2)C1C=O, [Cl-], [Cl-], [NH4+], O, Cc1cccc([Mg+])c1. Yields the product Cc1cccc(C(O)C2C(c3ccccc3)CC(=O)N2C)c1. Reaction SMILES: [CH2:16]1[O:17][CH2:18][CH2:19][CH2:20]1.[CH:1](=[O:2])[CH:3]1[CH:4]([c:10]2[cH:11][cH:12][cH:13][cH:14][cH:15]2)[CH2:5][C:6](=[O:9])[N:7]1[CH3:8].[Cl-:21].[Cl-:30].[NH4+:31].[OH2:32].[c:22]1([CH3:29])[cH:23][c:24]([Mg+:28])[cH:25][cH:26][cH:27]1>>[CH:1]([OH:2])([CH:3]1[CH:4]([c:10]2[cH:11][cH:12][cH:13][cH:14][cH:15]2)[CH2:5][C:6](=[O:9])[N:7]1[CH3:8])[c:24]1[cH:23][c:22]([CH3:29])[cH:27][cH:26][cH:25]1. The reactants are COC(C)(C)C, [BH3-]C#N, COC(C=O)OC, CO, CC(=O)O, CN(C)CCOc1cc(N)ccc1Cl, [Na+], [Na+], [OH-]. The product is COC(CNc1ccc(Cl)c(OCCN(C)C)c1)OC. As a reaction SMILES: [C:22]([O:23][CH3:24])([CH3:25])([CH3:26])[CH3:27].[C:28]([BH3-:29])#[N:30].[CH3:15][O:16][CH:17]([CH:18]=[O:19])[O:20][CH3:21].[CH3:34][OH:35].[CH3:36][C:37](=[O:38])[OH:39].[Cl:1][c:2]1[c:3]([O:9][CH2:10][CH2:11][N:12]([CH3:13])[CH3:14])[cH:4][c:5]([NH2:6])[cH:7][cH:8]1.[Na+:31].[Na+:33].[OH-:32]>>[Cl:1][c:2]1[c:3]([O:9][CH2:10][CH2:11][N:12]([CH3:13])[CH3:14])[cH:4][c:5]([NH:6][CH2:18][CH:17]([O:16][CH3:15])[O:20][CH3:21])[cH:7][cH:8]1. The reactants are [Al+3], CC(=O)N1CCCc2ccsc2C1, [Cl-], [Cl-], [Cl-], O=C(Cl)CCCCl, ClCCl, O. Yields the product CC(=O)N1CCCc2cc(C(=O)CCCCl)sc2C1. Reaction SMILES: [Al+3:22].[C:1]([CH3:2])(=[O:3])[N:4]1[CH2:5][c:6]2[c:7]([cH:11][cH:12][s:13]2)[CH2:8][CH2:9][CH2:10]1.[Cl-:21].[Cl-:23].[Cl-:24].[Cl:14][CH2:15][CH2:16][CH2:17][C:18](=[O:19])[Cl:20].[Cl:26][CH2:27][Cl:28].[OH2:25]>>[C:1]([CH3:2])(=[O:3])[N:4]1[CH2:5][c:6]2[c:7]([cH:11][c:12]([C:18]([CH2:17][CH2:16][CH2:15][Cl:14])=[O:19])[s:13]2)[CH2:8][CH2:9][CH2:10]1.